From a dataset of the Open Reaction Database (ORD), a public repository of structured organic reaction records. describe an organic reaction: reactants, conditions, products, and yield Starting materials: O=C(Cn1c(=O)sc2ccc(Cl)cc21)N1CCCC(O)C1, O=C1CCC(=O)O1, C1CCOC1, c1ccncc1. Reaction SMILES: [Cl:1][c:2]1[cH:3][cH:4][c:5]2[c:6]([n:7]([CH2:11][C:12](=[O:13])[N:14]3[CH2:15][CH:16]([OH:20])[CH2:17][CH2:18][CH2:19]3)[c:8](=[O:10])[s:9]2)[cH:21]1.[O:22]=[C:23]1[CH2:24][CH2:25][C:26](=[O:27])[O:28]1.[O:35]1[CH2:36][CH2:37][CH2:38][CH2:39]1.[cH:29]1[cH:30][cH:31][n:32][cH:33][cH:34]1>>[Cl:1][c:2]1[cH:3][cH:4][c:5]2[c:6]([n:7]([CH2:11][C:12](=[O:13])[N:14]3[CH2:15][CH:16]([O:20][C:26]([CH2:25][CH2:24][C:23](=[O:22])[OH:28])=[O:27])[CH2:17][CH2:18][CH2:19]3)[c:8](=[O:10])[s:9]2)[cH:21]1. Product: O=C(O)CCC(=O)OC1CCCN(C(=O)Cn2c(=O)sc3ccc(Cl)cc32)C1. Reaction conditions: time 30 minute. Starting materials: C(C)(C)(C)OC(=O)N1CC2=CC=C(C=C2CC1)COC1=CC(=C(C=C1)Cl)C(F)(F)F (6-(4-chloro-3-trifluoromethyl-phenoxymethyl)-3,4-dihydro-1H-isoquinoline-2-carboxylic acid tert-butyl ester), C(=O)(C(F)(F)F)O (TFA), CCN(C(C)C)C(C)C (DIEA), C(C)(C)(C)OC(C=C)=O (acrylic acid tert-butyl ester). Procedure details: To a solution of 6-(4-chloro-3-trifluoromethyl-phenoxymethyl)-3,4-dihydro-1H-isoquinoline-2-carboxylic acid tert-butyl ester (70 mg, 0.158 mmol) in CH2Cl2 (1 mL) is added TFA(1 mL). The mixture is stirred at room temperature for 30 minutes. All the solvents are removed under reduced pressure. The mixture is dissolved in CH3OH (1.5 mL). Then DIEA (269 μL, 10 eq.) and acrylic acid tert-butyl ester (46 μL, 2 eq.) are added. The mixture is heated to 90° C. for 20 minutes using microwave irradiation.... Solvent: C(Cl)Cl (CH2Cl2). Yields the product C(C)(C)(C)OC(CCN1CC2=CC=C(C=C2CC1)COC1=CC(=C(C=C1)Cl)C(F)(F)F)=O (3-[6-(4-chloro-3-trifluoromethyl-phenoxymethyl)-3,4-dihydro-1H-isoquinolin-2-yl]-propionic acid tert-butyl ester). As a reaction SMILES: C(OC([N:8]1[CH2:17][CH2:16][C:15]2[C:10](=[CH:11][CH:12]=[C:13]([CH2:18][O:19][C:20]3[CH:25]=[CH:24][C:23]([Cl:26])=[C:22]([C:27]([F:30])([F:29])[F:28])[CH:21]=3)[CH:14]=2)[CH2:9]1)=O)(C)(C)C.C(O)(C(F)(F)F)=O.CCN(C(C)C)C(C)C.[C:47]([O:51][C:52](=[O:55])[CH:53]=[CH2:54])([CH3:50])([CH3:49])[CH3:48]>C(Cl)Cl>[C:47]([O:51][C:52](=[O:55])[CH2:53][CH2:54][N:8]1[CH2:17][CH2:16][C:15]2[C:10](=[CH:11][CH:12]=[C:13]([CH2:18][O:19][C:20]3[CH:25]=[CH:24][C:23]([Cl:26])=[C:22]([C:27]([F:29])([F:28])[F:30])[CH:21]=3)[CH:14]=2)[CH2:9]1)([CH3:50])([CH3:49])[CH3:48]. Starting materials: ClC=1C=C2C(=NC1)N(C=C2C=2C=C(C=NC2)N[C@@H](C(=O)NCC(F)(F)F)C(C)C)COCC[Si](C)(C)C ((R)-2-(5-(5-chloro-1-((2-(trimethylsilyl)ethoxy)methyl)-1H-pyrrolo[2,3-b]pyridin-3-yl)pyridin-3-ylamino)-3-methyl-N-(2,2,2-trifluoroethyl)butanamide), ClC=1C=C2C(=NC1)N(C=C2C=2C=C(C=NC2)N[C@@H](C(C)C)C(=O)NCC(F)(F)F)COCC[Si](C)(C)C (N2-[5-(5-chloro-1-{[2-(trimethylsilyl)ethoxy]methyl}-1H-pyrrolo[2,3-b]pyridin-3-yl)pyridin-3-yl]-N-(2,2,2-trifluoroethyl)valinamide), N1(CCCC1)CCOC[B-](F)(F)F.[K+] (Potassium 2-(pyrrolidin-1-yl)ethoxymethyltrifluoroborate), C([O-])([O-])=O.[Cs+].[Cs+] (cesium carbonate). The reagents and catalysts are CC(C)OC1=C(C(=CC=C1)OC(C)C)C2=CC=CC=C2P(C3CCCCC3)C4CCCCC4 (RuPhos), C(C)(=O)[O-].[Pd+2].C(C)(=O)[O-] (palladium acetate). Solvent: O (water), O1CCOCC1 (dioxane). Reaction conditions: temperature 150 celsius. The product is CC([C@H](C(=O)NCC(F)(F)F)NC=1C=NC=C(C1)C1=CN(C2=NC=C(C=C21)COCCN2CCCC2)COCC[Si](C)(C)C)C ((R)-3-methyl-2-(5-(5-((2-(pyrrolidin-1-yl)ethoxy)methyl)-1-((2-(trimethylsilyl)ethoxy)methyl)-1H-pyrrolo[2,3-b]pyridin-3-yl)pyridin-3-ylamino)-N-(2,2,2-trifluoroethyl)butanamide). Reaction SMILES: Cl[C:2]1[CH:3]=[C:4]2[C:10]([C:11]3[CH:12]=[C:13]([NH:17][C@H:18]([CH:27]([CH3:29])[CH3:28])[C:19]([NH:21][CH2:22][C:23]([F:26])([F:25])[F:24])=[O:20])[CH:14]=[N:15][CH:16]=3)=[CH:9][N:8]([CH2:30][O:31][CH2:32][CH2:33][Si:34]([CH3:37])([CH3:36])[CH3:35])[C:5]2=[N:6][CH:7]=1.ClC1C=C2C(C3C=C(N[C@H](C(NCC(F)(F)F)=O)C(C)C)C=NC=3)=CN(COCC[Si](C)(C)C)C2=NC=1.[N:75]1([CH2:80][CH2:81][O:82][CH2:83][B-](F)(F)F)[CH2:79][CH2:78][CH2:77][CH2:76]1.[K+].C(=O)([O-])[O-].[Cs+].[Cs+]>CC(OC1C=CC=C(OC(C)C)C=1C1C(P(C2CCCCC2)C2CCCCC2)=CC=CC=1)C.C([O-])(=O)C.[Pd+2].C([O-])(=O)C.O.O1CCOCC1>[CH3:28][CH:27]([CH3:29])[C@@H:18]([NH:17][C:13]1[CH:14]=[N:15][CH:16]=[C:11]([C:10]2[C:4]3[C:5](=[N:6][CH:7]=[C:2]([CH2:83][O:82][CH2:81][CH2:80][N:75]4[CH2:79][CH2:78][CH2:77][CH2:76]4)[CH:3]=3)[N:8]([CH2:30][O:31][CH2:32][CH2:33][Si:34]([CH3:37])([CH3:36])[CH3:35])[CH:9]=2)[CH:12]=1)[C:19]([NH:21][CH2:22][C:23]([F:26])([F:25])[F:24])=[O:20] |f:2.3,4.5.6,8.9.10|. Procedure details: In a microwave vial purged with nitrogen containing (R)-2-(5-(5-chloro-1-((2-(trimethylsilyl)ethoxy)methyl)-1H-pyrrolo[2,3-b]pyridin-3-yl)pyridin-3-ylamino)-3-methyl-N-(2,2,2-trifluoroethyl)butanamide, 2-1a (52 mg, 0.094 mmol), Potassium 2-(pyrrolidin-1-yl)ethoxymethyltrifluoroborate (CA) (44.4 mg, 0.189 mmol), cesium carbonate (105.3 mg, 0.323 mmol), palladium acetate (4.2 mg, 0.019 mmole) and RuPhos catalyst (17.45 mg, 0.037 mmol) was added a degassed mixture of 10:1 dioxane (500 μl)/water (50... The reactants are NN1C(C2=CC=CC=C2C(=N1)S(=O)(=O)C1=CC=CC=C1)=O (2-amino-4-(phenylsulfonyl)phthalazin-1(2H)-one), COC=1C=C(C=CC1)CC(=O)O (2-(3-methoxyphenyl)acetic acid). Yields the product COC=1C=C(C=CC1)CC(=O)NN1C(C2=CC=CC=C2C(=N1)S(=O)(=O)C1=CC=CC=C1)=O (2-(3-methoxyphenyl)-N-[1-oxo-4-(phenylsulfonyl)phthalazin-2(1H)-yl]acetamide). Reaction SMILES: [NH2:1][N:2]1[N:11]=[C:10]([S:12]([C:15]2[CH:20]=[CH:19][CH:18]=[CH:17][CH:16]=2)(=[O:14])=[O:13])[C:9]2[C:4](=[CH:5][CH:6]=[CH:7][CH:8]=2)[C:3]1=[O:21].[CH3:22][O:23][C:24]1[CH:25]=[C:26]([CH2:30][C:31](O)=[O:32])[CH:27]=[CH:28][CH:29]=1>>[CH3:22][O:23][C:24]1[CH:25]=[C:26]([CH2:30][C:31]([NH:1][N:2]2[N:11]=[C:10]([S:12]([C:15]3[CH:16]=[CH:17][CH:18]=[CH:19][CH:20]=3)(=[O:14])=[O:13])[C:9]3[C:4](=[CH:5][CH:6]=[CH:7][CH:8]=3)[C:3]2=[O:21])=[O:32])[CH:27]=[CH:28][CH:29]=1. Procedure: The product from Example 68B and 2-(3-methoxyphenyl)acetic acid were processed using a method similar to that described in Example 10C to afford the title compound. 1H NMR (400 MHz, DMSO-d6) δ 11.85 (s, 1H), 8.56 (d, J=8.1, 1H), 8.38 (dd, J=8.0, 0.9, 1H), 8.15-8.06 (m, 1H), 8.05-7.96 (m, 3H), 7.84-7.76 (m, 1H), 7.72-7.62 (m, 2H), 7.26 (t, J=7.9, 1H), 6.95-6.88 (m, 1H), 6.85 (dd, J=8.2, 2.6, 2H), 3.77 (s, 3H), 3.64 (s, 2H); MS (ESI+) M/Z 467 (M+NH4)+.